This data is from the Open Reaction Database (ORD), a public repository of structured organic reaction records. The task is: describe an organic reaction: reactants, conditions, products, and yield Reactants: [H-].[Na+] (NaH), oil, BrCCCBr (1,3-dibromopropane), [H-].[Na+] (NaH), oil, ClC1=CC(=C(C=C1)CC(=O)OCC)I (Ethyl 2-(4-chloro-2-iodophenyl)acetate). The solvent is CN(C)C=O (DMF). Conditions: time 15 minute. Yields the product ClC1=CC(=C(C=C1)C1(CCC1)C(=O)OCC)I (Ethyl 1-(4-chloro-2-iodophenyl)-cyclobutanecarboxylate). The yield is 45.9%. RXN SMILES: [Cl:1][C:2]1[CH:7]=[CH:6][C:5]([CH2:8][C:9]([O:11][CH2:12][CH3:13])=[O:10])=[C:4]([I:14])[CH:3]=1.[H-].[Na+].Br[CH2:18][CH2:19][CH2:20]Br>CN(C=O)C>[Cl:1][C:2]1[CH:7]=[CH:6][C:5]([C:8]2([C:9]([O:11][CH2:12][CH3:13])=[O:10])[CH2:20][CH2:19][CH2:18]2)=[C:4]([I:14])[CH:3]=1 |f:1.2|. Procedure details: Ethyl 2-(4-chloro-2-iodophenyl)acetate (3.95 g, 12 mmol) was mixed in DMF (80 mL) in a round bottom flask. NaH (60% dispersion in mineral oil (0.54 g, 13 mmol)) was added, and the reaction mixture was stirred for 15 minutes under a nitrogen atmosphere. 1,3-dibromopropane (1.4 mL, 13 mmol, 1.1 eq) was added via syringe, and the reaction mixture was stirred for 2 hours. An additional 1.10 eq NaH (60% dispersion in mineral oil (0.54 g, 13 mmol)) was added, and the reaction was stirred for 3 hours. ...